This data is from the Open Reaction Database (ORD), a public repository of structured organic reaction records. The task is: describe an organic reaction: reactants, conditions, products, and yield Reactants: C(C)(C)(C)OC(NC(C)(C)C1=NC(=NO1)N)=O ([1-(3-amino-[1,2,4]oxadiazol-5-yl)-1-methyl-ethyl]carbamic acid tert-butyl ester), Cl (HCl), O1CCOCC1 (dioxane). Run in C(C)O (ethanol). Reaction conditions: time 16 hour. The product is Cl.NC(C)(C)C1=NC(=NO1)N (5-(1-Amino-1-methyl-ethyl)-[1,2,4]oxadiazol-3-ylamine hydrochloride). As a reaction SMILES: C(OC(=O)[NH:7][C:8]([C:11]1[O:15][N:14]=[C:13]([NH2:16])[N:12]=1)([CH3:10])[CH3:9])(C)(C)C.[ClH:18].O1CCOCC1>C(O)C>[ClH:18].[NH2:7][C:8]([C:11]1[O:15][N:14]=[C:13]([NH2:16])[N:12]=1)([CH3:10])[CH3:9] |f:4.5|. Procedure details: To a solution of [1-(3-amino-[1,2,4]oxadiazol-5-yl)-1-methyl-ethyl]carbamic acid tert-butyl ester (100 mg, 0.41 mmol) in ethanol (2 mL) was added HCl in dioxane (4 M, 0.41 ml, 1.65 mmol) and the reaction mixture was stirred 16 hours at room temperature. The reaction mixture was concentrated in vacuo and dried by applying high vacuum at 40° C. for 4 hours to give the title compound as white solid (75 mg, quant.); LC-MS (UV peak area/ESI) nd, 143.0928 (M+H)+. Reactants: ClCCl, CO, CN(C)C=O, Cc1ccc(C(=O)O)cc1-n1ccc2ccc(O)cc2c1=O, O=S(Cl)Cl. Yields the product COC(=O)c1ccc(C)c(-n2ccc3ccc(O)cc3c2=O)c1. Reaction SMILES: [CH2:34]([Cl:35])[Cl:36].[CH3:32][OH:33].[O:27]=[CH:28][N:29]([CH3:30])[CH3:31].[OH:1][c:2]1[cH:3][cH:4][c:5]2[cH:6][cH:7][n:8](-[c:13]3[cH:14][c:15]([C:16](=[O:17])[OH:18])[cH:19][cH:20][c:21]3[CH3:22])[c:9](=[O:12])[c:10]2[cH:11]1.[S:23]([Cl:24])([Cl:25])=[O:26]>>[OH:1][c:2]1[cH:3][cH:4][c:5]2[cH:6][cH:7][n:8](-[c:13]3[cH:14][c:15]([C:16](=[O:17])[O:18][CH3:28])[cH:19][cH:20][c:21]3[CH3:22])[c:9](=[O:12])[c:10]2[cH:11]1. Reactants: [Br-], Cc1c(C=O)oc2ccc(OCc3ccccc3)cc12, CC(C)C[Mg+], C1CCOC1. Yields the product Cc1c(C(O)CC(C)C)oc2ccc(OCc3ccccc3)cc12. As a reaction SMILES: [Br-:21].[CH2:1]([c:2]1[cH:3][cH:4][cH:5][cH:6][cH:7]1)[O:8][c:9]1[cH:10][cH:11][c:12]2[c:13]([c:14]([CH3:19])[c:15]([CH:17]=[O:18])[o:16]2)[cH:20]1.[CH2:22]([CH:23]([CH3:24])[CH3:25])[Mg+:26].[O:27]1[CH2:28][CH2:29][CH2:30][CH2:31]1>>[CH2:1]([c:2]1[cH:3][cH:4][cH:5][cH:6][cH:7]1)[O:8][c:9]1[cH:10][cH:11][c:12]2[c:13]([c:14]([CH3:19])[c:15]([CH:17]([OH:18])[CH2:22][CH:23]([CH3:24])[CH3:25])[o:16]2)[cH:20]1. The reactants are [Br-], CCCCCCCCC=CCCCCCCCCNCC(=O)Nc1c(OC)cc(OC)cc1OC, CCOC(C)=O, CC(C)c1cccc(C(C)C)c1N=C=O, [K+]. Product: CCCCCCCCC=CCCCCCCCCN(CC(=O)Nc1c(OC)cc(OC)cc1OC)C(=O)Nc1c(C(C)C)cccc1C(C)C. Reaction SMILES: [Br-:51].[CH2:1]([CH2:2][CH2:3][CH2:4][CH2:5][CH2:6][CH2:7][CH2:8][CH:9]=[CH:10][CH2:11][CH2:12][CH2:13][CH2:14][CH2:15][CH2:16][CH2:17][CH3:18])[NH:19][CH2:20][C:21](=[O:22])[NH:23][c:24]1[c:25]([O:34][CH3:35])[cH:26][c:27]([O:32][CH3:33])[cH:28][c:29]1[O:30][CH3:31].[CH3:53][CH2:54][O:55][C:56](=[O:57])[CH3:58].[CH:36]([CH3:37])([CH3:38])[c:39]1[c:40]([N:48]=[C:49]=[O:50])[c:41]([CH:45]([CH3:46])[CH3:47])[cH:42][cH:43][cH:44]1.[K+:52]>>[CH2:1]([CH2:2][CH2:3][CH2:4][CH2:5][CH2:6][CH2:7][CH2:8][CH:9]=[CH:10][CH2:11][CH2:12][CH2:13][CH2:14][CH2:15][CH2:16][CH2:17][CH3:18])[N:19]([CH2:20][C:21](=[O:22])[NH:23][c:24]1[c:25]([O:34][CH3:35])[cH:26][c:27]([O:32][CH3:33])[cH:28][c:29]1[O:30][CH3:31])[C:49]([NH:48][c:40]1[c:39]([CH:36]([CH3:37])[CH3:38])[cH:44][cH:43][cH:42][c:41]1[CH:45]([CH3:46])[CH3:47])=[O:50]. Reactants: CO (methanol), C(=O)=O (dry ice), FC1=CC=C(C=C1)C1=NN=C(C2=CC=CC=C12)N1C[C@@H](N(CC1)C(=O)OC(C)(C)C)C ((S)-tert-butyl 4-(4-(4-fluorophenyl)phthalazin-1-yl)-2-methylpiperazine-1-carboxylate), C(C)(=O)Cl (acetyl chloride). Solvent: CC(=O)C.O (acetone water). Reaction conditions: time 15 minute. Yields the product FC1=CC=C(C=C1)C1=NN=C(C2=CC=CC=C12)N1C[C@@H](NCC1)C ((S)-1-(4-Fluorophenyl)-4-(3-methylpiperazin-1-yl)phthalazine). As a reaction SMILES: CO.C(=O)=O.C(Cl)(=O)C.[F:10][C:11]1[CH:16]=[CH:15][C:14]([C:17]2[C:26]3[C:21](=[CH:22][CH:23]=[CH:24][CH:25]=3)[C:20]([N:27]3[CH2:32][CH2:31][N:30](C(OC(C)(C)C)=O)[C@@H:29]([CH3:40])[CH2:28]3)=[N:19][N:18]=2)=[CH:13][CH:12]=1>CC(C)=O.O>[F:10][C:11]1[CH:12]=[CH:13][C:14]([C:17]2[C:26]3[C:21](=[CH:22][CH:23]=[CH:24][CH:25]=3)[C:20]([N:27]3[CH2:32][CH2:31][NH:30][C@@H:29]([CH3:40])[CH2:28]3)=[N:19][N:18]=2)=[CH:15][CH:16]=1 |f:4.5|. Procedure: Cool methanol (2.82 L) to 0° C. via a 1:1 acetone/water bath with dry ice, and add acetyl chloride (142 mL, 2.0 mol) dropwise over a period of 30 min, maintaining the temperature below 15° C. during the addition. Stir the mixture for 15 min. Add (S)-tert-butyl 4-(4-(4-fluorophenyl)phthalazin-1-yl)-2-methylpiperazine-1-carboxylate (282 g, 667 mmol) in one portion. Stir the mixture for 12 h at 25° C. Concentrate, and dissolve the residue in water (3.0 L). Add solid NaHCO3 until the pH is 7. Extrac... The reactants are C1(=CC=CC=C1)C=1N=C(SC1C1=NN(C=N1)C1OCCCC1)C1=CC(=NC=C1)NC(C)=O (N-(4-{4-phenyl-5-[1-(tetrahydro-2H-pyran-2-yl)-1H-1,2,4-triazol-3-yl]-1,3-thiazol-2-yl}pyridin-2-yl)acetamide), O1CCCC1.CO (tetrahydrofuran methanol), [OH-].[Na+] (sodium hydroxide). Run in C(C)(=O)OCC (ethyl acetate), O (water). Reaction conditions: temperature 60 celsius, time 3 hour. The product is C1(=CC=CC=C1)C=1N=C(SC1C1=NN(C=N1)C1OCCCC1)C1=CC(=NC=C1)N (4-{4-phenyl-5-[1-(tetrahydro-2H-pyran-2-yl)-1H-1,2,4-triazol-3-yl]-1,3-thiazol-2-yl}pyridin-2-amine). Yield: 89.9%. Reaction SMILES: [C:1]1([C:7]2[N:8]=[C:9]([C:23]3[CH:28]=[CH:27][N:26]=[C:25]([NH:29]C(=O)C)[CH:24]=3)[S:10][C:11]=2[C:12]2[N:16]=[CH:15][N:14]([CH:17]3[CH2:22][CH2:21][CH2:20][CH2:19][O:18]3)[N:13]=2)[CH:6]=[CH:5][CH:4]=[CH:3][CH:2]=1.O1CCCC1.CO.[OH-].[Na+]>C(OCC)(=O)C.O>[C:1]1([C:7]2[N:8]=[C:9]([C:23]3[CH:28]=[CH:27][N:26]=[C:25]([NH2:29])[CH:24]=3)[S:10][C:11]=2[C:12]2[N:16]=[CH:15][N:14]([CH:17]3[CH2:22][CH2:21][CH2:20][CH2:19][O:18]3)[N:13]=2)[CH:2]=[CH:3][CH:4]=[CH:5][CH:6]=1 |f:1.2,3.4|. Procedure: To N-(4-{4-phenyl-5-[1-(tetrahydro-2H-pyran-2-yl)-1H-1,2,4-triazol-3-yl]-1,3-thiazol-2-yl}pyridin-2-yl)acetamide (2.0 g, 4.4 mmol) prepared in the same manner as above in a mixed solvent (88 mL) of tetrahydrofuran/methanol (1:1) was added 1N aqueous sodium hydroxide solution (44 mL, 44.0 mmol), and the mixture was stirred at 60° C. for 3 hr. The reaction solution was cooled to room temperature, and diluted with ethyl acetate (300 mL) and water (150 mL). The aqueous layer was separated and extrac... Starting materials: anhydride, C1(=CC=CC=C1)C[C@@H]1NC(OC1)=O ((S)-4-(phenylmethyl)-2-oxazolidinone), O1C(NCC1)=O (oxazolidinone), C(CCC)[Li] (n-butyl lithium). Solvent: O1CCCC1 (tetrahydrofuran). Conditions: temperature -78 celsius, time 15 minute. The product is O=C(CCC1C2CC3CC(CC1C3)C2)N2C(OC[C@@H]2CC2=CC=CC=C2)=O ((S)-3-[1-oxo-3-(tricyclo[3.3.1.1-3,7]dec-2-yl)propyl]-4-(phenylmethyl)-2-oxazolidinone). As a reaction SMILES: [C:1]1([CH2:7][C@H:8]2[CH2:12][O:11][C:10](=[O:13])[NH:9]2)[CH:6]=[CH:5][CH:4]=[CH:3][CH:2]=1.[CH2:14]([Li])[CH2:15][CH2:16][CH3:17].[O:19]1[CH2:23][CH2:22]NC1=O>O1CCCC1>[O:19]=[C:23]([N:9]1[C@@H:8]([CH2:7][C:1]2[CH:2]=[CH:3][CH:4]=[CH:5][CH:6]=2)[CH2:12][O:11][C:10]1=[O:13])[CH2:22][CH2:17][CH:16]1[CH:5]2[CH2:6][CH:1]3[CH2:2][CH:3]([CH2:14][CH:15]1[CH2:7]3)[CH2:4]2. Reported procedure: To a cold (-78° C.) solution of tricyclo[3.3.1.1-3,7]decane-2-propanoic acid (9.63 mmol, 2.006 g) in tetrahydrofuran (25 mL) was added triethylamine (11.5 mmol, 1.170 g, 1.61 mL), and the resulting mixture stirred for 10 min. Dropwise addition of pivaloyl chloride (9.63 mmol, 1.161 g, 1.19 mL) to the carboxylate provided a thick suspension, which was stirred at low temperature (-78° C.) for 15 min and then warmed to 0° C. (30 min). In a separate flask, while the mixed anhydride was forming, was ...